From a dataset of the Open Reaction Database (ORD), a public repository of structured organic reaction records. describe an organic reaction: reactants, conditions, products, and yield Reactants: C1CC(=O)N(C1=O)OC(=O)ON2C(=O)CCC2=O (N,N'-disuccinimidyl carbonate), C(C1=CC=CC=C1)N (benzylamine). Run in C(C)#N (acetonitrile). The product is C(C1=CC=CC=C1)NC(ON1C(CCC1=O)=O)=O (2,5-dioxo-pyrrolidin-1-yl benzylcarbamate). The yield is 76.2%. RXN SMILES: C1C(=O)N(O[C:9]([O:11][N:12]2[C:17](=[O:18])[CH2:16][CH2:15][C:13]2=[O:14])=[O:10])C(=O)C1.[CH2:19]([NH2:26])[C:20]1[CH:25]=[CH:24][CH:23]=[CH:22][CH:21]=1>C(#N)C>[CH2:19]([NH:26][C:9](=[O:10])[O:11][N:12]1[C:13](=[O:14])[CH2:15][CH2:16][C:17]1=[O:18])[C:20]1[CH:25]=[CH:24][CH:23]=[CH:22][CH:21]=1. Reported procedure: 18.4 g of N,N'-disuccinimidyl carbonate are added in small portions at 5° C. within 5 minutes to a solution of 6.4 g of benzylamine in 150 ml of acetonitrile. The reaction mixture is stirred at room temperature and then evaporated. The residue is taken up in ethyl acetate and washed with water. The organic phase is dried, concentrated and the residue is recrystallized from methylene chlorideohexane. 11.3 g of colourless 2,5-dioxo-pyrrolidin-1-yl benzylcarbamate, MS (FAB): 133 (M- HO-Succ), are i... As a reaction SMILES: [C:39].[CH3:1][N:2]([CH2:3][CH2:4][N:5]1[C:6](=[O:7])[c:8]2[cH:9][c:10]([O:31][CH2:32][CH3:33])[c:11]3[nH:12][c:13]4[cH:14][cH:15][c:16]([O:23][CH2:24][c:25]5[cH:26][cH:27][cH:28][cH:29][cH:30]5)[cH:17][c:18]4[c:19]3[c:20]2[C:21]1=[O:22])[CH3:34].[CH3:35][C:36](=[O:37])[OH:38].[Pd:40]>>[CH3:1][N:2]([CH2:3][CH2:4][N:5]1[C:6](=[O:7])[c:8]2[cH:9][c:10]([O:31][CH2:32][CH3:33])[c:11]3[nH:12][c:13]4[cH:14][cH:15][c:16]([OH:23])[cH:17][c:18]4[c:19]3[c:20]2[C:21]1=[O:22])[CH3:34]. Reactants: C, CCOc1cc2c(c3c1[nH]c1ccc(OCc4ccccc4)cc13)C(=O)N(CCN(C)C)C2=O, CC(=O)O, [Pd]. Yields the product CCOc1cc2c(c3c1[nH]c1ccc(O)cc13)C(=O)N(CCN(C)C)C2=O.